describe an organic reaction: reactants, conditions, products, and yield From a dataset of the Open Reaction Database (ORD), a public repository of structured organic reaction records. Reactants: CCOC(=O)c1ccc(O)c(OC)c1, O=C([O-])[O-], CN(C)C=O, ClCCCN1CCOCC1, [K+], [K+]. Yields the product CCOC(=O)c1ccc(OCCCN2CCOCC2)c(OC)c1. RXN SMILES: [C:11]([c:12]1[cH:13][c:14]([O:15][CH3:16])[c:17]([OH:18])[cH:19][cH:20]1)(=[O:21])[O:22][CH2:23][CH3:24].[C:25](=[O:26])([O-:27])[O-:28].[CH3:31][N:32]([CH3:33])[CH:34]=[O:35].[Cl:1][CH2:2][CH2:3][CH2:4][N:5]1[CH2:6][CH2:7][O:8][CH2:9][CH2:10]1.[K+:29].[K+:30]>>[CH2:2]([CH2:3][CH2:4][N:5]1[CH2:6][CH2:7][O:8][CH2:9][CH2:10]1)[O:18][c:17]1[c:14]([O:15][CH3:16])[cH:13][c:12]([C:11](=[O:21])[O:22][CH2:23][CH3:24])[cH:20][cH:19]1. Starting materials: [Sn] (tin), stannous, [Cl-] (chloride), C(C(O)C(O)C(=O)O)(=O)O (tartaric acid). The reagents and catalysts are [Pd] (palladium), [Pd] (palladium), [Cu] (Copper). Yields the product C(CC(O)(C(=O)O)CC(=O)O)(=O)O (citric acid). Reaction SMILES: [Sn].[Cl-].[C:3]([OH:12])(=[O:11])[CH:4]([CH:6]([C:8]([OH:10])=[O:9])[OH:7])O>[Pd].[Cu]>[C:8]([OH:10])(=[O:9])[CH2:6][C:6]([CH2:4][C:3]([OH:12])=[O:11])([C:8]([OH:10])=[O:9])[OH:7] |^3:0|. Reported procedure: An activator bath of this invention in its preferred embodiment, comprising 0.0597 gm./l. palladium and 3 gm./l. tin, chloride normality of 3.6N, 7.5 gm./l. tartaric acid and 3.0 gm./l. citric acid was prepared. Copper clad laminates were subjected to the plating process of this invention. Analysis verified that the bath contained 0.0597 gm./l. palladium and 3 gm./l. stannous ion. Absorption data showed 0.8 mg./sq. cm. palladium and 2076 mg./sq. cm. tin on the substrate after activation. Good co... Starting materials: COC1=CC=C(C(=O)NC=2C(=CC=CC2)N)C=C1 (N1-(4-Methoxybenzoyl)-1,2-benzenediamine), C1(CCCC(=O)O1)=O (glutaric anhydride), N1=CC=CC=C1 (pyridine). Run in C(Cl)Cl (methylene chloride). Conditions: time 5 hour. Yields the product COC1=CC=C(C(=O)NC=2C(=CC=CC2)NC(CCCC(=O)O)=O)C=C1 (N1-(4-Methoxybenzoyl)-N2-(4-carboxy-1-oxobutyl)-1,2-benzenediamine). Yield: 90.7%. As a reaction SMILES: [CH3:1][O:2][C:3]1[CH:18]=[CH:17][C:6]([C:7]([NH:9][C:10]2[C:11]([NH2:16])=[CH:12][CH:13]=[CH:14][CH:15]=2)=[O:8])=[CH:5][CH:4]=1.[C:19]1(=[O:26])[O:25][C:23](=[O:24])[CH2:22][CH2:21][CH2:20]1.N1C=CC=CC=1>C(Cl)Cl>[CH3:1][O:2][C:3]1[CH:4]=[CH:5][C:6]([C:7]([NH:9][C:10]2[C:11]([NH:16][C:19](=[O:26])[CH2:20][CH2:21][CH2:22][C:23]([OH:25])=[O:24])=[CH:12][CH:13]=[CH:14][CH:15]=2)=[O:8])=[CH:17][CH:18]=1. Procedure details: N1-(4-Methoxybenzoyl)-1,2-benzenediamine (3.0 g, 12 mmol), glutaric anhydride (1.7 g, 15 mmol), and pyridine (7 mL) were dissolved in methylene chloride (2 mL) and allowed to stir at ambient temperature for 5 h. The reaction mixture was quenched with water (2 mL) and concentrated in vacuo. The resultant residue was acidified with aqueous sulfuric acid. The resulting white solid was collected and dried at 60° C. in vacuo to yield 3.88 g (88%) of the title compound. The reactants are COc1ccc(CN(C(=O)C(Cl)c2ccccc2)C(C)(CO[Si](C)(C)C(C)(C)C)c2cc(Br)ccc2F)cc1, CCCC[N+](CCCC)(CCCC)CCCC, [F-], C1CCOC1. Yields the product COc1ccc(CN2C(=O)C(c3ccccc3)OCC2(C)c2cc(Br)ccc2F)cc1. As a reaction SMILES: [Br:1][c:2]1[cH:3][cH:4][c:5]([F:39])[c:6]([C:8]([CH2:9][O:10][Si:12]([C:13]([CH3:14])([CH3:15])[CH3:16])([CH3:17])[CH3:28])([CH3:18])[N:19]([C:20]([CH:21]([Cl:11])[c:22]2[cH:23][cH:24][cH:25][cH:26][cH:27]2)=[O:29])[CH2:30][c:31]2[cH:32][cH:33][c:34]([O:37][CH3:38])[cH:35][cH:36]2)[cH:7]1.[CH3:41][CH2:42][CH2:43][CH2:44][N+:45]([CH2:46][CH2:47][CH2:48][CH3:49])([CH2:50][CH2:51][CH2:52][CH3:53])[CH2:54][CH2:55][CH2:56][CH3:57].[F-:40].[O:58]1[CH2:59][CH2:60][CH2:61][CH2:62]1>>[Br:1][c:2]1[cH:3][cH:4][c:5]([F:39])[c:6]([C:8]2([CH3:18])[CH2:9][O:10][CH:21]([c:22]3[cH:23][cH:24][cH:25][cH:26][cH:27]3)[C:20](=[O:29])[N:19]2[CH2:30][c:31]2[cH:32][cH:33][c:34]([O:37][CH3:38])[cH:35][cH:36]2)[cH:7]1. Reactants: Cl (HCl), C(C1=CC=CC=C1)OC(N[C@@H](C)C(N(C)OC)=O)=O ([(S)-1-(Methoxy-methyl-carbamoyl)-ethyl]-carbamic acid benzyl ester), BrC1=CC=C(C=C1)Cl (4-bromochlorobenzene), C(C)(C)[Mg]Cl (Isopropylmagnesium chloride). Solvent: C1CCOC1 (THF). Conditions: temperature 0 celsius, time 2 hour. Yields the product C(C1=CC=CC=C1)OC(N[C@H](C(=O)C1=CC=C(C=C1)Cl)C)=O ([(S)-2-(4-Chloro-phenyl)-1-methyl-2-oxo-ethyl]-carbamic acid benzyl ester). Yield: 82.8%. Reaction SMILES: [CH2:1]([O:8][C:9](=[O:19])[NH:10][C@H:11]([C:13](=[O:18])N(OC)C)[CH3:12])[C:2]1[CH:7]=[CH:6][CH:5]=[CH:4][CH:3]=1.Br[C:21]1[CH:26]=[CH:25][C:24]([Cl:27])=[CH:23][CH:22]=1.C([Mg]Cl)(C)C.Cl>C1COCC1>[CH2:1]([O:8][C:9](=[O:19])[NH:10][C@@H:11]([CH3:12])[C:13]([C:21]1[CH:26]=[CH:25][C:24]([Cl:27])=[CH:23][CH:22]=1)=[O:18])[C:2]1[CH:3]=[CH:4][CH:5]=[CH:6][CH:7]=1. Reported procedure: [(S)-1-(Methoxy-methyl-carbamoyl)-ethyl]-carbamic acid benzyl ester (1 g, 3.8 mmol) and 4-bromochlorobenzene (0.9 g, 4.7 mmol) were dissolved in THF (10 mL). The solution was degassed with N2 for 5 minutes, and then cooled to 0° C. Isopropylmagnesium chloride (2M in THF; 4.7 mL, 9.4 mmol) was added slowly, and the reaction was stirred at room temperature for 2 hours. Once no starting material was seen by analytical tlc, the mixture was cooled to 0° C. 1N Aqueous HCl was added, and the organic la... Reactants: C(CS)(=O)OCC (ethyl thioglycolate), C(=C)C1=CC2=C(OCO2)C=C1 (5-ethenyl-1,3-benzodioxole). Conditions: time 14 hour. Product: O1COC2=C1C=CC(=C2)CCSCC(=O)OCC (Ethyl [{2-(1,3-benzodioxol-5-yl)ethyl}thio]acetate). Yield: 69.1%. RXN SMILES: [C:1]([O:5][CH2:6][CH3:7])(=[O:4])[CH2:2][SH:3].[CH:8]([C:10]1[CH:18]=[CH:17][C:13]2[O:14][CH2:15][O:16][C:12]=2[CH:11]=1)=[CH2:9]>>[O:14]1[C:13]2[CH:17]=[CH:18][C:10]([CH2:8][CH2:9][S:3][CH2:2][C:1]([O:5][CH2:6][CH3:7])=[O:4])=[CH:11][C:12]=2[O:16][CH2:15]1. Procedure details: 3.24 g of ethyl thioglycolate was added to 6 g of 5-ethenyl-1,3-benzodioxole and the mixture was stirred at room temperature for 14 h. The reaction product was purified according to silica gel column chromatography (benzene:ethyl acetate=40:1) to obtain 5 g of the intended compound in the form of a colorless oil. The reactants are C(C1=CC=CC=C1)OC=1C=CC(=C(C=O)C1)C (5-(benzyloxy)-2-methylbenzaldehyde), [Cl-].O[NH3+] (hydroxyl ammonium chloride), C([O-])(O)=O.[Na+] (sodium bicarbonate). The solvent is C(C)O (ethanol). Conditions: time 6 hour. Product: C(C1=CC=CC=C1)OC=1C=CC(=C(C1)\C=N\O)C ((E)-1-(5-(Benzyloxy)-2-methylphenyl)-N-hydroxymethanimine). Isolated yield 98.5%. RXN SMILES: [CH2:1]([O:8][C:9]1[CH:10]=[CH:11][C:12]([CH3:17])=[C:13]([CH:16]=1)[CH:14]=O)[C:2]1[CH:7]=[CH:6][CH:5]=[CH:4][CH:3]=1.[Cl-].[OH:19][NH3+:20].C(=O)(O)[O-].[Na+]>C(O)C>[CH2:1]([O:8][C:9]1[CH:10]=[CH:11][C:12]([CH3:17])=[C:13](/[CH:14]=[N:20]/[OH:19])[CH:16]=1)[C:2]1[CH:7]=[CH:6][CH:5]=[CH:4][CH:3]=1 |f:1.2,3.4|. Procedure details: A mixture of 5-(benzyloxy)-2-methylbenzaldehyde (15.9 g), hydroxyl ammonium chloride (5.37 g), sodium bicarbonate (6.49 g), and ethanol (150 mL) was stirred at room temperature for 6 hours. The precipitate was filtered off, and then, the filtrate was concentrated under reduced pressure. The residue was purified by silica gel column chromatography (ethyl acetate/hexane) to obtain the title compound (16.7 g).